This data is from the Open Reaction Database (ORD), a public repository of structured organic reaction records. The task is: describe an organic reaction: reactants, conditions, products, and yield The reactants are C(C(=O)C)CC(=O)NC1=CC(=CC(=C1)COC(CCC(=O)C)=O)NC=1C2=CC=CC=C2N=C2C=CC=CC12 (N,O-bis(acetonylacetyl)-3-(9-acridinylamino)-5-hydroxymethylaniline), C[O-].[Na+] (sodium methoxide). Run in N1=CC=CC=C1 (pyridine). Run at time 2 day. Product: C(C(=O)C)CC(=O)NC1=CC(=CC(=C1)CO)NC=1C2=CC=CC=C2N=C2C=CC=CC12 (N-acetonylacety-3-(9-acridinylamino)-5-hydroxymethylaniline). RXN SMILES: [CH2:1]([CH2:5][C:6]([NH:8][C:9]1[CH:14]=[C:13]([CH2:15][O:16]C(=O)CCC(C)=O)[CH:12]=[C:11]([NH:24][C:25]2[C:26]3[C:31]([N:32]=[C:33]4[C:38]=2[CH:37]=[CH:36][CH:35]=[CH:34]4)=[CH:30][CH:29]=[CH:28][CH:27]=3)[CH:10]=1)=[O:7])[C:2]([CH3:4])=[O:3].C[O-].[Na+]>N1C=CC=CC=1>[CH2:1]([CH2:5][C:6]([NH:8][C:9]1[CH:14]=[C:13]([CH2:15][OH:16])[CH:12]=[C:11]([NH:24][C:25]2[C:26]3[C:31]([N:32]=[C:33]4[C:38]=2[CH:37]=[CH:36][CH:35]=[CH:34]4)=[CH:30][CH:29]=[CH:28][CH:27]=3)[CH:10]=1)=[O:7])[C:2]([CH3:4])=[O:3] |f:1.2|. Procedure details: A mixture of N,O-bis(acetonylacetyl)-3-(9-acridinylamino)-5-hydroxymethylaniline (423 mg, 0.83 mmol) in methanolic sodium methoxide [prepared from sodium (15 mg, 0.65mmol) in MeOH (15 mL)] is stirred at room temperature for 2 days. The mixture is passed through an ion-exchange resin (Dowex 50 in pyridine form). The product is eluted with a mixture of pyridine/H2O (v/v 1:1). The combined eluate is evaporated in vacuo to dryness. The product is purified by chromatography (SiO2, CHCl3 /MeOH, v/v 15... Starting materials: COCCO[AlH2-]OCCOC, CSc1cccc(C(=O)O)c1, Cc1ccccc1, [Na+], [Na+], [OH-]. The product is CSc1cccc(CO)c1. As a reaction SMILES: [CH3:13][O:14][CH2:15][CH2:16][O:17][AlH2-:18][O:19][CH2:20][CH2:21][O:22][CH3:23].[CH3:1][S:2][c:3]1[cH:4][c:5]([C:6](=[O:7])[OH:8])[cH:9][cH:10][cH:11]1.[CH3:26][c:27]1[cH:28][cH:29][cH:30][cH:31][cH:32]1.[Na+:12].[Na+:25].[OH-:24]>>[CH3:1][S:2][c:3]1[cH:4][c:5]([CH2:6][OH:7])[cH:9][cH:10][cH:11]1. The reactants are C(C)(C)NC(C)C (diisopropylamine), solution, C(CCC)[Li] (n-butyllithium), O1CCCC1 (tetrahydrofuran), C(C)(C)[N-]C(C)C.[Li+] (lithium diisopropylamide), FC1=CC(=C(C#N)C=C1)C(F)(F)F (4-fluoro-2-(trifluoromethyl)benzonitrile), O1CCCC1 (tetrahydrofuran). Run in CN(C=O)C (N,N-Dimethylformamide), C(C)(=O)O (acetic acid), CCCCCC (hexane), [Cl-].[Na+].O (brine). Reaction conditions: time 30 minute. The product is FC1=CC(=C(C#N)C=C1C=O)C(F)(F)F (4-fluoro-5-formyl-2-(trifluoromethyl)benzonitrile). Reaction SMILES: C(NC(C)C)(C)C.C([Li])CCC.C([N-]C(C)C)(C)C.[Li+].[F:21][C:22]1[CH:29]=[CH:28][C:25]([C:26]#[N:27])=[C:24]([C:30]([F:33])([F:32])[F:31])[CH:23]=1.[O:34]1CCC[CH2:35]1>CCCCCC.[Cl-].[Na+].O.C(O)(=O)C.CN(C)C=O>[F:21][C:22]1[C:29]([CH:35]=[O:34])=[CH:28][C:25]([C:26]#[N:27])=[C:24]([C:30]([F:31])([F:32])[F:33])[CH:23]=1 |f:2.3,7.8.9|. Procedure details: To a solution (75 mL) of diisopropylamine (3.89 mL) in tetrahydrofuran was added dropwise 1.6 mol/L solution (17.30 mL) of n-butyllithium in hexane at 0° C., and the mixture was stirred for 30 min. To the prepared lithium diisopropylamide was added dropwise a solution (25 mL) of 4-fluoro-2-(trifluoromethyl)benzonitrile (3.00 g) in tetrahydrofuran at −78° C., and the mixture was stirred at the same temperature for 20 min. N,N-Dimethylformamide (2.14 mL) was added thereto. The reaction mixture was... Starting materials: C(CCl)Cl (EDC), Cl.CN1CC2=C(NCCC1=O)N=CC(=C2)/C=C/C(=O)O ((E)-3-(5-methyl-4-oxo-1,2,3,4,5,6-hexahydropyrido[2,3-b][1,5]diazocin-8-yl)acrylic acid hydrochloride), C=1C=CC2=C(C1)N=NN2O (HOBt), CNCC1=C(C2=C(S1)C=CC=C2)C (N-methyl(3-methylbenzo[b]thiophen-2-yl)methanamine), C(C)N(C(C)C)C(C)C ((i-Pr)2EtN). Conditions: temperature 40 celsius, time 1 hour. Procedure details: EDC (54 mg, 0.28 mmol) was added to a suspension of (E)-3-(5-methyl-4-oxo-1,2,3,4,5,6-hexahydropyrido[2,3-b][1,5]diazocin-8-yl)acrylic acid hydrochloride (70 mg, 0.23 mmol), HOBt (34 mg, 0.25 mmol), N-methyl(3-methylbenzo[b]thiophen-2-yl)methanamine (48 mg, 0.25 mmol) and (i-Pr)2EtN (0.20 mL, 1.2 mmol) in 5 mL of DME:propionitrile (4:1). The mixture was allowed to stir for 1 h at 40° C. The mixture was cooled to room temperature and diluted with ethyl acetate (40 mL) and washed with water (50 mL... Reaction SMILES: C(Cl)CCl.Cl.[CH3:6][N:7]1[C:14](=[O:15])[CH2:13][CH2:12][NH:11][C:10]2[N:16]=[CH:17][C:18](/[CH:20]=[CH:21]/[C:22]([OH:24])=O)=[CH:19][C:9]=2[CH2:8]1.C1C=CC2N(O)N=NC=2C=1.[CH3:35][NH:36][CH2:37][C:38]1[S:42][C:41]2[CH:43]=[CH:44][CH:45]=[CH:46][C:40]=2[C:39]=1[CH3:47].C(N(C(C)C)C(C)C)C>COCCOC.C(#N)CC.C(OCC)(=O)C>[CH3:35][N:36]([CH2:37][C:38]1[S:42][C:41]2[CH:43]=[CH:44][CH:45]=[CH:46][C:40]=2[C:39]=1[CH3:47])[C:22](=[O:24])/[CH:21]=[CH:20]/[C:18]1[CH:17]=[N:16][C:10]2[NH:11][CH2:12][CH2:13][C:14](=[O:15])[N:7]([CH3:6])[CH2:8][C:9]=2[CH:19]=1 |f:1.2,6.7|. Run in COCCOC.C(CC)#N (DME propionitrile), C(C)(=O)OCC (ethyl acetate). Yields the product CN(C(\C=C\C1=CC2=C(NCCC(N(C2)C)=O)N=C1)=O)CC1=C(C2=C(S1)C=CC=C2)C ((E)-N-methyl-3-(5-methyl-4-oxo-1,2,3,4,5,6-hexahydropyrido[2,3-b][1,5]diazocin-8-yl)-N-((3-methylbenzo[b]thiophen-2-yl)methyl)acrylamide). Reactants: C(C)(C)(C)S(=O)N=CCCCCC(=O)OCC (ethyl 6-((tert-butylsulfinyl)imino)hexanoate), IC1=C(C=CC=C1OC)OC (2-iodo-1,3-dimethoxybenzene), [Li]CCCC (n-BuLi), hexanes, [NH4+].[Cl-] (NH4Cl). The solvent is C1CCOC1 (THF), C1CCOC1 (THF), O (water), CCOCC (Et2O). Conditions: temperature -78 celsius, time 15 minute. Product: COC1=C(C(=CC=C1)OC)C(CCCCC(=O)OCC)NS(=O)C(C)(C)C (ethyl 6-(2,6-dimethoxyphenyl)-6-(1,1-dimethylethylsulfinamido)hexanoate). Reaction SMILES: I[C:2]1[C:7]([O:8][CH3:9])=[CH:6][CH:5]=[CH:4][C:3]=1[O:10][CH3:11].[Li]CCCC.[C:17]([S:21]([N:23]=[CH:24][CH2:25][CH2:26][CH2:27][CH2:28][C:29]([O:31][CH2:32][CH3:33])=[O:30])=[O:22])([CH3:20])([CH3:19])[CH3:18].[NH4+].[Cl-]>C1COCC1.O.CCOCC>[CH3:11][O:10][C:3]1[CH:4]=[CH:5][CH:6]=[C:7]([O:8][CH3:9])[C:2]=1[CH:24]([NH:23][S:21]([C:17]([CH3:18])([CH3:20])[CH3:19])=[O:22])[CH2:25][CH2:26][CH2:27][CH2:28][C:29]([O:31][CH2:32][CH3:33])=[O:30] |f:3.4|. Procedure: A cooled (−78° C.) yellow solution of 2-iodo-1,3-dimethoxybenzene (6.337 g; 24.00 mmol) in anh. THF (130 ml), under nitrogen, was treated dropwise with a solution of 1.6 M n-BuLi in hexanes (15.0 ml; 24.00 mmol). The resulting yellow solution was further stirred at −78° C. for 15 min. A yellow solution of ethyl 6-((tert-butylsulfinyl)imino)hexanoate (5.018 g; 19.20 mmol) in anh. THF (12 ml) was then added dropwise to the cooled reaction mixture, and stirring at −78° C. was continued for 50 min. ... Starting materials: ClCCCCCC(C#N)(C1=CC(=C(C=C1)OC)OC)SC1=CC=C(C=C1)C (α-(5-chloropentyl)-3,4-dimethoxy-α-[(4-methylphenyl)thio]benzeneacetonitrile), [I-].[Na+] (sodium iodide). Solvent: CC(=O)C (acetone). Product: ICCCCCC(C#N)(C1=CC(=C(C=C1)OC)OC)SC1=CC=C(C=C1)C (α-(5-Iodopentyl)-3,4-dimethoxy-α-[(4-methylphenyl)thio]benzeneacetonitrile). Yield: 96.7%. As a reaction SMILES: Cl[CH2:2][CH2:3][CH2:4][CH2:5][CH2:6][C:7]([S:20][C:21]1[CH:26]=[CH:25][C:24]([CH3:27])=[CH:23][CH:22]=1)([C:10]1[CH:15]=[CH:14][C:13]([O:16][CH3:17])=[C:12]([O:18][CH3:19])[CH:11]=1)[C:8]#[N:9].[I-:28].[Na+]>CC(C)=O>[I:28][CH2:2][CH2:3][CH2:4][CH2:5][CH2:6][C:7]([S:20][C:21]1[CH:26]=[CH:25][C:24]([CH3:27])=[CH:23][CH:22]=1)([C:10]1[CH:15]=[CH:14][C:13]([O:16][CH3:17])=[C:12]([O:18][CH3:19])[CH:11]=1)[C:8]#[N:9] |f:1.2|. Procedure details: A mixture of 0.86 g of α-(5-chloropentyl)-3,4-dimethoxy-α-[(4-methylphenyl)thio]benzeneacetonitrile, 3.2 g of sodium iodide, and 10 mL of acetone is heated to reflux overnight, protected from light. The volatiles are removed in vacuo and 30 mL of diethyl ether is added to the residue. The insolubles are collected and the volatiles removed in vacuo. The residue is purified via column chromatography using hexane/ethyl acetate (2:1) to afford 1.02 g of the desired product as a clear oil. MS(CI): m/... The reactants are C(C)(=O)Br (acetyl bromide), methylsilyl triisocyanate, C1(=CC=CC=C1)C(C1=CC=CC=C1)OC(=O)[C@H]1C([S@@]([C@H]2N1C([C@H]2NC(COC2=CC=CC=C2)=O)=O)=O)(C)C ((1S,3S,5R,6R) 2,2-Dimethyl-6-phenoxyacetamidopenam-3-carboxylic acid-1-oxide diphenylmethyl ester). Solvent: N1=CC=CC=C1 (pyridine). Reaction conditions: temperature 25 celsius. The product is C1(=CC=CC=C1)C(C1=CC=CC=C1)OC(=O)C1=C(CS[C@H]2N1C([C@H]2NC(COC2=CC=CC=C2)=O)=O)C ((6R,7R) 3-Methyl-7-phenoxyacetamidoceph-3-em-4-carboxylic Acid Diphenylmethyl Ester). RXN SMILES: C1([CH:7]([O:14][C:15]([C@@H:17]2[N:21]3[C:22](=[O:35])[C@@H:23]([NH:24][C:25](=[O:34])[CH2:26][O:27]C4C=CC=CC=4)[C@H:20]3[S@@:19](=O)[C:18]2([CH3:38])[CH3:37])=[O:16])[C:8]2[CH:13]=[CH:12][CH:11]=[CH:10][CH:9]=2)C=CC=CC=1.[C:39](Br)(=O)[CH3:40]>N1C=CC=CC=1>[C:8]1([CH:7]([O:14][C:15]([C:17]2[N:21]3[C:22](=[O:35])[C@@H:23]([NH:24][C:25](=[O:34])[CH2:26][O:27][C:40]4[CH:39]=[CH:37][CH:18]=[CH:17][CH:15]=4)[C@H:20]3[S:19][CH2:37][C:18]=2[CH3:38])=[O:16])[C:8]2[CH:9]=[CH:10][CH:11]=[CH:12][CH:13]=2)[CH:13]=[CH:12][CH:11]=[CH:10][CH:9]=1. Procedure details: (1S,3S,5R,6R) 2,2-Dimethyl-6-phenoxyacetamidopenam-3-carboxylic acid-1-oxide diphenylmethyl ester (55.06 gms, 100.00 mmoles) was dissolved in sieve-dried, peroxide-free dioxane (550 mls) at 25° C. with good agitation. To this solution, in order, were added pyridine (24.21 mls, 23.73 gms, 300.00 mmmoles), acetyl bromide (1.48 mls, 2.46 gms, 20.00 mmoles) and methylsilyl triisocyanate (89% pure, 21.30 mls, 25.34 gms, 133.33 mmoles). The slurry was heated to reflux (ca 100° C.) for 4 hours. The rea...